This data is from the Open Reaction Database (ORD), a public repository of structured organic reaction records. The task is: describe an organic reaction: reactants, conditions, products, and yield Reactants: ClC1=C(C(C(=O)O)=CC=C1C)C(=O)O (3-chloro-4-methylphthalic acid). Run in C(C)(=O)OC(C)=O (acetic anhydride). The product is ClC1=C2C(C(=O)OC2=O)=CC=C1C (3-chloro-4-methylphthalic anhydride). Reaction SMILES: [Cl:1][C:2]1[C:10]([CH3:11])=[CH:9][CH:8]=[C:4]([C:5]([OH:7])=O)[C:3]=1[C:12]([OH:14])=[O:13]>C(OC(=O)C)(=O)C>[Cl:1][C:2]1[C:10]([CH3:11])=[CH:9][CH:8]=[C:4]2[C:5]([O:14][C:12](=[O:13])[C:3]=12)=[O:7]. Reported procedure: A stirred solution of 21.5 g (0.10 mol) of 3-chloro-4-methylphthalic acid in 300 mL acetic anhydride is heated under reflux for six hours, allowed to cool to room temperature and concentrated in vacuo several times with anhydrous toluene. A viscous, dark, amber syrup is obtained, characterized by an infrared spectrum and used without further purification. The reactants are Cl (hydrochloric acid), C([O-])([O-])=O.[K+].[K+] (Potassium carbonate), FC1=C(C=CC(=C1)F)[N+](=O)[O-] (2,4-difluoronitrobenzene), OC1=NNC(=C1)C (3-hydroxy-5-methylpyrazole). The solvent is CS(=O)C (DMSO). Conditions: time 8 hour. Yields the product FC=1C=C(C=CC1[N+](=O)[O-])OC1=NNC(=C1)C (3-(3-fluoro-4-nitrophenyloxy)-5-methylpyrazole). Isolated yield 12.8%. Reaction SMILES: C(=O)([O-])[O-].[K+].[K+].[F:7][C:8]1[CH:13]=[C:12](F)[CH:11]=[CH:10][C:9]=1[N+:15]([O-:17])=[O:16].[OH:18][C:19]1[CH:23]=[C:22]([CH3:24])[NH:21][N:20]=1.Cl>CS(C)=O>[F:7][C:8]1[CH:13]=[C:12]([O:18][C:19]2[CH:23]=[C:22]([CH3:24])[NH:21][N:20]=2)[CH:11]=[CH:10][C:9]=1[N+:15]([O-:17])=[O:16] |f:0.1.2|. Procedure details: Potassium carbonate (3.46 g, 25.0 mmol) and 2,4-difluoronitrobenzene (7.95 g, 50.0 mmol) were added to a solution of 3-hydroxy-5-methylpyrazole (4.91 g, 50.0 mmol) in DMSO (80 ml) at room temperature, and the mixture was stirred at room temperature overnight. After completion of the reaction, the reaction mixture was poured into 1N hydrochloric acid (100 ml) and extracted with ethyl acetate (100 ml×2). An organic layer was washed with water (100 ml×2), dried over anhydrous magnesium sulfate and ... The reactants are CN1CCCC(C)(CO)C1, N#Cc1cccc(F)c1, [H-], [Na+], CN(C)C=O. The product is CN1CCCC(C)(COc2cccc(C#N)c2)C1. Reaction SMILES: [CH3:1][N:2]1[CH2:3][C:4]([CH3:8])([CH2:9][OH:10])[CH2:5][CH2:6][CH2:7]1.[F:13][c:14]1[cH:15][c:16]([C:17]#[N:18])[cH:19][cH:20][cH:21]1.[H-:11].[Na+:12].[O:22]=[CH:23][N:24]([CH3:25])[CH3:26]>>[CH3:1][N:2]1[CH2:3][C:4]([CH3:8])([CH2:9][O:10][c:14]2[cH:15][c:16]([C:17]#[N:18])[cH:19][cH:20][cH:21]2)[CH2:5][CH2:6][CH2:7]1. The reactants are [Br-], CC[Mg+], N#Cc1ccccc1. Product: NC1(c2ccccc2)CC1. RXN SMILES: [Br-:9].[CH2:10]([CH3:11])[Mg+:12].[N:1]#[C:2][c:3]1[cH:4][cH:5][cH:6][cH:7][cH:8]1>>[NH2:1][C:2]1([c:3]2[cH:4][cH:5][cH:6][cH:7][cH:8]2)[CH2:10][CH2:11]1.